The task is: describe an organic reaction: reactants, conditions, products, and yield. This data is from the Open Reaction Database (ORD), a public repository of structured organic reaction records. Starting materials: OCCBr, O=C([O-])[O-], COc1cc2c(Nc3cc(OCc4ccccc4)c(C)cc3F)ncnc2cc1O, Cl, [K+], [K+], CN(C)C=O, O. Yields the product COc1cc2c(Nc3cc(OCc4ccccc4)c(C)cc3F)ncnc2cc1OCCO. RXN SMILES: [Br:31][CH2:32][CH2:33][OH:34].[C:35](=[O:36])([O-:37])[O-:38].[CH2:1]([c:2]1[cH:3][cH:4][cH:5][cH:6][cH:7]1)[O:8][c:9]1[c:10]([CH3:30])[cH:11][c:12]([F:29])[c:13]([NH:14][c:15]2[n:16][cH:17][n:18][c:19]3[cH:20][c:21]([OH:27])[c:22]([O:25][CH3:26])[cH:23][c:24]23)[cH:28]1.[ClH:41].[K+:39].[K+:40].[O:42]=[CH:43][N:44]([CH3:45])[CH3:46].[OH2:47]>>[CH2:1]([c:2]1[cH:3][cH:4][cH:5][cH:6][cH:7]1)[O:8][c:9]1[c:10]([CH3:30])[cH:11][c:12]([F:29])[c:13]([NH:14][c:15]2[n:16][cH:17][n:18][c:19]3[cH:20][c:21]([O:27][CH2:32][CH2:33][OH:34])[c:22]([O:25][CH3:26])[cH:23][c:24]23)[cH:28]1. Reactants: BrC=1C=NC=2N(C1)N=C(C2)C(=O)O (6-bromo-pyrazolo[1,5-a]pyrimidine-2-carboxylic acid), FC1=NC=CC=C1C1=CC=C2CCNC(C2=C1)C (7-(2-Fluoro-pyridin-3-yl)-1-methyl-1,2,3,4-tetrahydro-isoquinoline). Product: BrC=1C=NC=2N(C1)N=C(C2)C(=O)N2C(C1=CC(=CC=C1CC2)C=2C(=NC=CC2)F)C ((6-Bromo-pyrazolo[1,5-a]pyrimidin-2-yl)-[7-(2-fluoro-pyridin-3-yl)-1-methyl-3,4-dihydro-1H-isoquinolin-2-yl]-methanone). RXN SMILES: [Br:1][C:2]1[CH:3]=[N:4][C:5]2[N:6]([N:8]=[C:9]([C:11]([OH:13])=O)[CH:10]=2)[CH:7]=1.[F:14][C:15]1[C:20]([C:21]2[CH:30]=[C:29]3[C:24]([CH2:25][CH2:26][NH:27][CH:28]3[CH3:31])=[CH:23][CH:22]=2)=[CH:19][CH:18]=[CH:17][N:16]=1>>[Br:1][C:2]1[CH:3]=[N:4][C:5]2[N:6]([N:8]=[C:9]([C:11]([N:27]3[CH2:26][CH2:25][C:24]4[C:29](=[CH:30][C:21]([C:20]5[C:15]([F:14])=[N:16][CH:17]=[CH:18][CH:19]=5)=[CH:22][CH:23]=4)[CH:28]3[CH3:31])=[O:13])[CH:10]=2)[CH:7]=1. Reported procedure: In close analogy to the procedure described in Example 1, 6-bromo-pyrazolo[1,5-a]pyrimidine-2-carboxylic acid is reacted with 7-(2-Fluoro-pyridin-3-yl)-1-methyl-1,2,3,4-tetrahydro-isoquinoline to provide the title compound in moderate yield. Reactants: CC(=O)O, O=N[O-], NC(C(=O)O)c1ccc2c(c1)CCO2, [Na+], O. Product: O=C(O)C(O)c1ccc2c(c1)CCO2. RXN SMILES: [CH3:15][C:16]([OH:17])=[O:18].[N:19]([O-:20])=[O:21].[NH2:1][CH:2]([C:3](=[O:4])[OH:5])[c:6]1[cH:7][cH:8][c:9]2[c:10]([cH:14]1)[CH2:11][CH2:12][O:13]2.[Na+:22].[OH2:23]>>[CH:2]([C:3](=[O:4])[OH:5])([c:6]1[cH:7][cH:8][c:9]2[c:10]([cH:14]1)[CH2:11][CH2:12][O:13]2)[OH:17]. RXN SMILES: [CH2:15]([OH:16])[CH2:17][CH2:18][CH3:19].[CH3:4][N:5]([CH2:7][CH:8]1[C:9](=[O:6])[CH2:10][CH2:11][CH2:12][CH2:13]1)[CH3:14].[NH2:2][NH2:3].[OH2:1]>>[N:2]1=[C:9]2[CH:8]([CH2:7][NH:5]1)[CH2:13][CH2:12][CH2:11][CH2:10]2. The product is C1CCC2CNN=C2C1. The reactants are CCCCO, CN(C)CC1CCCCC1=O, NN, O. The reactants are [OH-].[NH4+] (ammonium hydroxide), C[Si](CCOCN1C=CC2=C1N=CN=C2C=2C=NN(C2)C(CC#N)CCCC)(C)C (3-[4-(7-{[2-(trimethylsilyl)ethoxy]methyl}-7H-pyrrolo[2,3-d]pyrimidin-4-yl)-1H-pyrazol-1-yl]heptanenitrile), F[B-](F)(F)F.[Li+] (lithium tetrafluoroborate). The solvent is O (water), O (water), C(C)#N (acetonitrile). Product: [NH4+].[OH-] (NH4OH), N1=CN=C(C2=C1NC=C2)C=2C=NN(C2)C(CC#N)CCCC (3-[4-(7H-pyrrolo[2,3-d]pyrimidin-4-yl)-1H-pyrazol-1-yl]heptanenitrile). Isolated yield 147.6%. RXN SMILES: C[Si](C)(C)CC[O:5]C[N:7]1[C:11]2[N:12]=[CH:13][N:14]=[C:15]([C:16]3[CH:17]=[N:18][N:19]([CH:21]([CH2:25][CH2:26][CH2:27][CH3:28])[CH2:22][C:23]#[N:24])[CH:20]=3)[C:10]=2[CH:9]=[CH:8]1.F[B-](F)(F)F.[Li+].[OH-].[NH4+]>O.C(#N)C>[NH4+:7].[OH-:5].[N:12]1[C:11]2[NH:7][CH:8]=[CH:9][C:10]=2[C:15]([C:16]2[CH:17]=[N:18][N:19]([CH:21]([CH2:25][CH2:26][CH2:27][CH3:28])[CH2:22][C:23]#[N:24])[CH:20]=2)=[N:14][CH:13]=1 |f:1.2,3.4,7.8|. Procedure details: Into a 500 mL round bottom flask fitted with stir bar, condenser and nitrogen inlet was charged acetonitrile (58 mL), water (5.0 mL), 3-[4-(7-{[2-(trimethylsilyl)ethoxy]methyl}-7H-pyrrolo[2,3-d]pyrimidin-4-yl)-1H-pyrazol-1-yl]heptanenitrile (2nd peak from chiral separation in step 2, 3.50 g, 8.24 mmol), and lithium tetrafluoroborate (7.88 g, 82.4 mmol). The mixture was warmed to reflux overnight. To the reaction mixture was charged 7.2 M of ammonium hydroxide in water (4.3 mL, 31 mmol) in portio... Reactants: COC(=O)c1cc2cc(S(C)(=O)=O)cc([N+](=O)[O-])c2n1C, COC(=O)CC(N)CSCc1ccc(OC)cc1, Cl. Product: COC(=O)CC1CSC(c2cc3cc(S(C)(=O)=O)cc([N+](=O)[O-])c3n2C)=N1. RXN SMILES: [CH3:1][O:2][C:3](=[O:4])[c:5]1[n:6]([CH3:21])[c:7]2[c:8]([N+:18](=[O:19])[O-:20])[cH:9][c:10]([S:14](=[O:15])(=[O:16])[CH3:17])[cH:11][c:12]2[cH:13]1.[CH3:23][O:24][C:25]([CH2:26][CH:27]([CH2:28][S:29][CH2:30][c:31]1[cH:32][cH:33][c:34]([O:35][CH3:36])[cH:37][cH:38]1)[NH2:39])=[O:40].[ClH:22]>>[C:3]1([c:5]2[n:6]([CH3:21])[c:7]3[c:8]([N+:18](=[O:19])[O-:20])[cH:9][c:10]([S:14](=[O:15])(=[O:16])[CH3:17])[cH:11][c:12]3[cH:13]2)=[N:39][CH:27]([CH2:26][C:25]([O:24][CH3:23])=[O:40])[CH2:28][S:29]1. Starting materials: CNc1ccccc1CSc1ncc[nH]1, CO, ClC(Cl)Cl, O=C(OO)c1cccc(Cl)c1, [Na+], O=C([O-])O. Product: CNc1ccccc1CS(=O)c1ncc[nH]1. As a reaction SMILES: [CH3:1][NH:2][c:3]1[c:4]([CH2:5][S:6][c:7]2[nH:8][cH:9][cH:10][n:11]2)[cH:12][cH:13][cH:14][cH:15]1.[CH3:36][OH:37].[CH:32]([Cl:33])([Cl:34])[Cl:35].[Cl:16][c:17]1[cH:18][cH:19][cH:20][c:21]([C:22]([O:23][OH:25])=[O:24])[cH:26]1.[Na+:27].[OH:28][C:29](=[O:30])[O-:31]>>[CH3:1][NH:2][c:3]1[c:4]([CH2:5][S:6]([c:7]2[n:8][cH:9][cH:10][nH:11]2)=[O:24])[cH:12][cH:13][cH:14][cH:15]1. Starting materials: C(C)OC(C(=CC(CC=C)(C)C)C#N)=O (2-Cyano-4,4-dimethyl-hepta-2,6-dienoic acid ethyl ester), Cl (HCl), [H][H] (hydrogen). The reagents and catalysts are O=[Pt]=O (PtO2). Run in C(C)O (ethanol). Product: Cl.NCC(C(=O)O)CC(CCC)(C)C (2-Aminomethyl-4,4-dimethyl-heptanoic acid hydrochloride). RXN SMILES: C([O:3][C:4](=[O:15])[C:5]([C:13]#[N:14])=[CH:6][C:7]([CH3:12])([CH3:11])[CH2:8][CH:9]=[CH2:10])C.[H][H].[ClH:18]>C(O)C.O=[Pt]=O>[ClH:18].[NH2:14][CH2:13][CH:5]([CH2:6][C:7]([CH3:11])([CH3:12])[CH2:8][CH2:9][CH3:10])[C:4]([OH:15])=[O:3] |f:5.6|. Procedure: 2-Cyano-4,4-dimethyl-hepta-2,6-dienoic acid ethyl ester (5.88 g, 28 mmol) was dissolved in the mixture of 91 mL of ethanol and 6 mL of HCl and treated with 0.4 g of PtO2. The reaction was carried out under 100 psi of hydrogen pressure at room temperature for 15 hours. The catalyst was filtered and filtrate was concentrated to give 3.8 g of the desired product 2-aminomethyl-4,4-dimethyl-heptanoic acid ethyl ester as an oil. MS (APCI): 216.2 (M+1)+. This oil was refluxed in 75 mL of 6N HCl for 18 ...